describe an organic reaction: reactants, conditions, products, and yield From a dataset of the Open Reaction Database (ORD), a public repository of structured organic reaction records. The reactants are O (water), [OH-].[Na+] (sodium hydroxide), C(#N)CC1=CC2=C(OCO2)C=C1C(C)C (5-cyanomethyl-6-isopropyl-1,3-benzodioxole). Solvent: C(C)O (ethanol). Conditions: time 20 hour. Product: C(C)(C)C=1C(=CC2=C(OCO2)C1)CC(=O)O ((6-Isopropyl-1,3-benzodioxol-5-yl)acetic acid). RXN SMILES: [C:1]([CH2:3][C:4]1[C:12]([CH:13]([CH3:15])[CH3:14])=[CH:11][C:7]2[O:8][CH2:9][O:10][C:6]=2[CH:5]=1)#N.[OH2:16].[OH-:17].[Na+]>C(O)C>[CH:13]([C:12]1[C:4]([CH2:3][C:1]([OH:17])=[O:16])=[CH:5][C:6]2[O:10][CH2:9][O:8][C:7]=2[CH:11]=1)([CH3:15])[CH3:14] |f:2.3|. Reported procedure: 6.22 g of 5-cyanomethyl-6-isopropyl-1,3-benzodioxole (crude oil) was dissolved in 120 ml of ethanol, followed by the addition of 40 ml of water and 12.24 g of sodium hydroxide. The obtained mixture was stirred for 20 hours, while keeping the temperature of an oil bath at 100° C. The reaction mixture was concentrated, followed by the addition of water. The obtained mixture was washed with ethyl acetate. The aqueous layer was acidified with concentrated hydrochloric acid and extracted with chlorof... RXN SMILES: Br[C:2]1[C:3](=[O:32])[C:4]2[C:9]([C:10]=1[C:11]1[CH:16]=[CH:15][C:14]([F:17])=[CH:13][C:12]=1[F:18])=[CH:8][CH:7]=[C:6]([O:19][CH2:20][CH2:21][N:22]1[CH2:27][CH2:26][N:25]([S:28]([CH3:31])(=[O:30])=[O:29])[CH2:24][CH2:23]1)[CH:5]=2.O1CCN(CCO[C:42]2[CH:50]=[C:49]3[C:45]([C:46](C4C=CC=CC=4)=C(Br)C3=O)=[CH:44][CH:43]=2)CC1.B(O)(O)C1C=CC(C)=CC=1>>[F:18][C:12]1[CH:13]=[C:14]([F:17])[CH:15]=[CH:16][C:11]=1[C:10]1[C:9]2[C:4](=[CH:5][C:6]([O:19][CH2:20][CH2:21][N:22]3[CH2:23][CH2:24][N:25]([S:28]([CH3:31])(=[O:29])=[O:30])[CH2:26][CH2:27]3)=[CH:7][CH:8]=2)[C:3](=[O:32])[C:2]=1[C:42]1[CH:50]=[CH:49][C:45]([CH3:46])=[CH:44][CH:43]=1. Yields the product FC1=C(C=CC(=C1)F)C1=C(C(C2=CC(=CC=C12)OCCN1CCN(CC1)S(=O)(=O)C)=O)C1=CC=C(C=C1)C (3-(2,4-Difluorophenyl)-6-{2-[4-(methylsulfonyl)piperazin-1-yl]ethoxy}-2-p-tolyl-1H-inden-1-one). The reactants are BrC=1C(C2=CC(=CC=C2C1C1=C(C=C(C=C1)F)F)OCCN1CCN(CC1)S(=O)(=O)C)=O (2-Bromo-3-(2,4-difluorophenyl)-6-{2-[4-(methylsulfonyl)piperazin-1-yl]ethoxy}-1H-inden-1-one), O1CCN(CC1)CCOC1=CC=C2C(=C(C(C2=C1)=O)Br)C1=CC=CC=C1 (6-(2-morpholinoethoxy)-2-bromo-3-phenyl-1H-inden-1-one), B(C=1C=CC(=CC1)C)(O)O (p-tolylboronic acid). Isolated yield 73.0%. Reported procedure: The procedure of Step 7 of Example 1 was repeated except for using 2-bromo-3-(2,4-difluorophenyl)-6-{2-[4-(methylsulfonyl)piperazin-1-yl]ethoxy}-1H-inden-1-one obtained in Step 1 as a starting material instead of 6-(2-morpholinoethoxy)-2-bromo-3-phenyl-1H-inden-1-one and p-tolylboronic acid instead of 3-pyridinylboronic acid to obtain the title compound (73%). Conditions: time 15 minute. The solvent is CN(P(N(C)C)(N(C)C)=O)C (hexamethylphosphoric triamide), C(C)(=O)OCC (ethyl acetate), O1CCOCC1 (dioxane), O (water). As a reaction SMILES: [O:1]=[C:2]([O:14]C1CCCCO1)[CH2:3][C:4]1[CH:13]=[CH:12][C:7]([C:8]([O:10][CH3:11])=[O:9])=[CH:6][CH:5]=1.Br[CH2:22][CH2:23][CH2:24][CH2:25][CH2:26]Br.[H-].[Na+].Cl>CN(C)P(=O)(N(C)C)N(C)C.O1CCOCC1.O.C(OCC)(=O)C>[CH3:11][O:10][C:8]([C:7]1[CH:6]=[CH:5][C:4]([C:3]2([C:2]([OH:14])=[O:1])[CH2:26][CH2:25][CH2:24][CH2:23][CH2:22]2)=[CH:13][CH:12]=1)=[O:9] |f:2.3|. Isolated yield 68.6%. The product is COC(=O)C1=CC=C(C=C1)C1(CCCCC1)C(=O)O (1-[4-(Methoxycarbonyl)phenyl]cyclohexanecarboxylic acid). Reactants: O=C(CC1=CC=C(C(=O)OC)C=C1)OC1OCCCC1 (methyl 4-[2-oxo-2-(tetrahydro-2H-pyran-2-yl-oxy)ethyl]benzoate), BrCCCCCBr (1,5-dibromopentane), suspension, [H-].[Na+] (NaH), oil, Cl (HCl). Procedure details: The crude methyl 4-[2-oxo-2-(tetrahydro-2H-pyran-2-yl-oxy)ethyl]benzoate (E12) (1.64 g) (0.671 g, 3.45 mmol)) and 1,5-dibromopentane (1.200 g, 5.21 mmol) were dissolved in dry hexamethylphosphoric triamide (6 ml) and the mixture was cooled in an ice bath. To the cooled solution, a 60% suspension of NaH in mineral oil (0.425 g, 10.62 mmol) was added and the reaction mixture was stirred at ice bath temperature for 15 minutes and 1.5 hours at room temperature. The reaction mixture was diluted with ... Procedure: A portion of the sodium propoxide solution prepared above (87 g) was cooled to 1° C. and treated dropwise with the solution of 2-chloro-6-iodo-3-n-propyl-4(3H)-quinazolinone prepared in Step 2B above. The temperature was maintained at or below 0° C. and the addition took 2.5 h. After stirring at 0° C. for an additional 1.5 h, the reaction mixture was poured into 250 mL water. The phases were separated and the organic phase was washed two times each with 250 mL water. The organic phase was then e... RXN SMILES: [O-:1][CH2:2][CH2:3][CH3:4].[Na+].Cl[C:7]1[N:16]([CH2:17][CH2:18][CH3:19])[C:15](=[O:20])[C:14]2[C:9](=[CH:10][CH:11]=[C:12]([I:21])[CH:13]=2)[N:8]=1>O>[I:21][C:12]1[CH:13]=[C:14]2[C:9](=[CH:10][CH:11]=1)[N:8]=[C:7]([O:1][CH2:2][CH2:3][CH3:4])[N:16]([CH2:17][CH2:18][CH3:19])[C:15]2=[O:20] |f:0.1|. The product is IC=1C=C2C(N(C(=NC2=CC1)OCCC)CCC)=O (6-Iodo-2-propoxy-3-propyl-4(3H)-quinazolinone). Reactants: [O-]CCC.[Na+] (sodium propoxide), ClC1=NC2=CC=C(C=C2C(N1CCC)=O)I (2-Chloro-6-iodo-3-propyl-4(3H)-quinazolinone). Run at temperature 1 celsius, time 2.5 hour. Solvent: O (water). The reactants are FC(C(=O)O)(F)F (trifluoroacetic acid), C(C1=CC=CC=C1)[C@@H]1N(C(OC1)=O)C(\C=C\C1=CC=C(C=C1)Cl)=O ((4S)-4-benzyl-3-[(2E)-3-(4-chlorophenyl)prop-2-enoyl]-1,3-oxazolidin-2-one), 23, C(C1=CC=CC=C1)N(COC)C[Si](C)(C)C (N-benzyl-1-methoxy-N-[(trimethylsilyl)methyl]methanamine), C(O)([O-])=O.[Na+] (Sodium hydrogen carbonate). Run in ClCCl (dichloromethane). Conditions: temperature 0 celsius, time 20 minute. Yields the product C(C1=CC=CC=C1)[C@@H]1N(C(OC1)=O)C(=O)[C@@H]1CN(C[C@H]1C1=CC=C(C=C1)Cl)CC1=CC=CC=C1 ((4S)-4-Benzyl-3-{[(3S,4R)-1-benzyl-4-(4-chlorophenyl)pyrrolidin-3-yl]carbonyl}-1,3-oxazolidin-2-one). RXN SMILES: [CH2:1]([C@H:8]1[CH2:12][O:11][C:10](=[O:13])[N:9]1[C:14](=[O:24])/[CH:15]=[CH:16]/[C:17]1[CH:22]=[CH:21][C:20]([Cl:23])=[CH:19][CH:18]=1)[C:2]1[CH:7]=[CH:6][CH:5]=[CH:4][CH:3]=1.[CH2:25]([N:32]([CH2:36][Si](C)(C)C)[CH2:33]OC)[C:26]1[CH:31]=[CH:30][CH:29]=[CH:28][CH:27]=1.FC(F)(F)C(O)=O.C(=O)([O-])O.[Na+]>ClCCl>[CH2:1]([C@H:8]1[CH2:12][O:11][C:10](=[O:13])[N:9]1[C:14]([C@H:15]1[C@H:16]([C:17]2[CH:22]=[CH:21][C:20]([Cl:23])=[CH:19][CH:18]=2)[CH2:36][N:32]([CH2:25][C:26]2[CH:31]=[CH:30][CH:29]=[CH:28][CH:27]=2)[CH2:33]1)=[O:24])[C:2]1[CH:7]=[CH:6][CH:5]=[CH:4][CH:3]=1 |f:3.4|. Procedure details: To a cooled solution of (4S)-4-benzyl-3-[(2E)-3-(4-chlorophenyl)prop-2-enoyl]-1,3-oxazolidin-2-one, from preparation 23 (5 g, 14.62 mmol) and N-benzyl-1-methoxy-N-[(trimethylsilyl)methyl]methanamine (5.24 mL, 20.47 mmol) in dichloromethane (50 mL) was added trifluoroacetic acid (60 L, 0.73 mmol). The reaction mixture was stirred at 0° C. for 20 minutes and then warmed to room temperature and stirred for 24 hours. Sodium hydrogen carbonate solution (80 mL) was added and the reaction mixture was s... The reactants are N (ammonia), Cl(=O)(=O)(=O)[O-].C(C)(C)(C)[N+]=1OC(=CC1)C (2-t-butyl-5-methylisoxazolium perchlorate), product. The solvent is C(Cl)Cl (methylene chloride), C(Cl)Cl (methylene chloride). Conditions: temperature -30 celsius, time 4 day. Yields the product C(C)(=O)C=1C(=NC(=CC1C)NC(C)(C)C)NC(C)(C)C (3-Acetyl-2,6-di-t-butylamino-4-methylpyridine). Reaction SMILES: [NH3:1].Cl([O-])(=O)(=O)=O.[C:7]([N+:11]1[O:12][C:13]([CH3:16])=[CH:14][CH:15]=1)([CH3:10])([CH3:9])[CH3:8]>C(Cl)Cl>[C:13]([C:14]1[C:15]([NH:11][C:7]([CH3:10])([CH3:9])[CH3:8])=[N:1][C:15]([NH:11][C:7]([CH3:10])([CH3:9])[CH3:8])=[CH:14][C:13]=1[CH3:16])(=[O:12])[CH3:16] |f:1.2|. Reported procedure: About 60 ml. of anhydrous ammonia were condensed into a flask containing 60 ml. of methylene chloride. The reaction mixture was maintained at a temperature not in excess of -30° C. under nitrogen and a solution of 50 g. of 2-t-butyl-5-methylisoxazolium perchlorate in 100 ml. of methylene chloride was added rapidly. The reaction mixture was allowed to come to room temperature and stirred for 4 days at room temperature. The methylene chloride was then removed at reduced pressure to obtain a gummy ... The solvent is C(Cl)Cl (DCM), CCOC(=O)C (EtOAc), CCOC(=O)C (EtOAc), CO (MeOH), hexanes, hexanes. The product is C(C)(C)(C)OC(=O)N1CC=2C=C3C(=CC2C[C@H]1C(N[C@@H](CC1=CC=C(C=C1)C1=C(C(=NC=C1)C)C)C(=O)OC)=O)OC[C@@H](O3)C3=CC(=CC=C3)OCC3CCCC3 ((3S,8S)-3-(3-cyclopentylmethoxy-phenyl)-8-{(S)-2-[4-(2,3-dimethyl-pyridin-4-yl)-phenyl]-1-methoxycarbonyl-ethylcarbamoyl}-2,3,8,9-tetrahydro-6H-[1,4]dioxino[2,3-g]isoquinoline-7-carboxylic acid tert-butyl ester). Yield: 85.8%. Procedure details: (3S,8S)-8-{(S)-2-[4-(2,3-Dimethyl-pyridin-4-yl)-phenyl]-1-methoxycarbonyl-ethyl-carbamoyl}-3-(3-hydroxy-phenyl)-2,3,8,9-tetrahydro-6H-[1,4]dioxino[2,3-g]isoquinoline-7-carboxylic acid tert-butyl ester (25 mg), cyclopentyl methanol (11 mg), triphenyl phosphine (38 mg) were taken in 1 mL of anhydrous DCM and cooled to 0° C. Diisobutyl azodicarboxylate (22 mg) was added and reaction was warned to room temperature and stirred for 4 hours. After the completion of the reaction, the reaction mixture wa... Starting materials: C(C)(C)(C)OC(=O)N1CC=2C=C3C(=CC2C[C@H]1C(N[C@@H](CC1=CC=C(C=C1)C1=C(C(=NC=C1)C)C)C(=O)OC)=O)OC[C@@H](O3)C3=CC(=CC=C3)O ((3S,8S)-8-{(S)-2-[4-(2,3-Dimethyl-pyridin-4-yl)-phenyl]-1-methoxycarbonyl-ethyl-carbamoyl}-3-(3-hydroxy-phenyl)-2,3,8,9-tetrahydro-6H-[1,4]dioxino[2,3-g]isoquinoline-7-carboxylic acid tert-butyl ester), N(=NC(=O)OCC(C)C)C(=O)OCC(C)C (Diisobutyl azodicarboxylate), C1(CCCC1)CO (cyclopentyl methanol), C1(=CC=CC=C1)P(C1=CC=CC=C1)C1=CC=CC=C1 (triphenyl phosphine). RXN SMILES: [C:1]([O:5][C:6]([N:8]1[C@H:17]([C:18](=[O:40])[NH:19][C@H:20]([C:36]([O:38][CH3:39])=[O:37])[CH2:21][C:22]2[CH:27]=[CH:26][C:25]([C:28]3[CH:33]=[CH:32][N:31]=[C:30]([CH3:34])[C:29]=3[CH3:35])=[CH:24][CH:23]=2)[CH2:16][C:15]2[CH:14]=[C:13]3[O:41][CH2:42][C@H:43]([C:45]4[CH:50]=[CH:49][CH:48]=[C:47]([OH:51])[CH:46]=4)[O:44][C:12]3=[CH:11][C:10]=2[CH2:9]1)=[O:7])([CH3:4])([CH3:3])[CH3:2].[CH:52]1([CH2:57]O)[CH2:56][CH2:55][CH2:54][CH2:53]1.C1(P(C2C=CC=CC=2)C2C=CC=CC=2)C=CC=CC=1.N(C(OCC(C)C)=O)=NC(OCC(C)C)=O>C(Cl)Cl.CCOC(C)=O.CO>[C:1]([O:5][C:6]([N:8]1[C@H:17]([C:18](=[O:40])[NH:19][C@H:20]([C:36]([O:38][CH3:39])=[O:37])[CH2:21][C:22]2[CH:23]=[CH:24][C:25]([C:28]3[CH:33]=[CH:32][N:31]=[C:30]([CH3:34])[C:29]=3[CH3:35])=[CH:26][CH:27]=2)[CH2:16][C:15]2[CH:14]=[C:13]3[O:41][CH2:42][C@H:43]([C:45]4[CH:50]=[CH:49][CH:48]=[C:47]([O:51][CH2:57][CH:52]5[CH2:56][CH2:55][CH2:54][CH2:53]5)[CH:46]=4)[O:44][C:12]3=[CH:11][C:10]=2[CH2:9]1)=[O:7])([CH3:4])([CH3:2])[CH3:3]. Run at temperature 0 celsius, time 4 hour.